Dataset: the Open Reaction Database (ORD), a public repository of structured organic reaction records. Task: describe an organic reaction: reactants, conditions, products, and yield The reactants are O=C1N(CCC2CC2)C(SCCC2CC2)=NC12CC(c1ccccc1)Oc1ccc(Br)cc12, CCO, N. Yields the product NC1=NC2(CC(c3ccccc3)Oc3ccc(Br)cc32)C(=O)N1CCC1CC1. As a reaction SMILES: [Br:1][c:2]1[cH:3][c:4]2[c:9]([cH:10][cH:11]1)[O:8][CH:7]([c:12]1[cH:13][cH:14][cH:15][cH:16][cH:17]1)[CH2:6][C:5]21[N:18]=[C:19]([S:28][CH2:29][CH2:30][CH:31]2[CH2:32][CH2:33]2)[N:20]([CH2:23][CH2:24][CH:25]2[CH2:26][CH2:27]2)[C:21]1=[O:22].[CH3:35][CH2:36][OH:37].[NH3:34]>>[Br:1][c:2]1[cH:3][c:4]2[c:9]([cH:10][cH:11]1)[O:8][CH:7]([c:12]1[cH:13][cH:14][cH:15][cH:16][cH:17]1)[CH2:6][C:5]21[N:18]=[C:19]([NH2:34])[N:20]([CH2:23][CH2:24][CH:25]2[CH2:26][CH2:27]2)[C:21]1=[O:22]. Starting materials: NCCCCNC(OC(C)(C)C)=O (tert-butyl N-(4-aminobutyl)carbamate), Cl.ClC1=C(C=NC2=CC=CC=C12)[N+](=O)[O-] (4-chloro-3-nitroquinoline hydrochloride). Yields the product [N+](=O)([O-])C=1C=NC2=CC=CC=C2C1NCCCCNC(OC(C)(C)C)=O (tert-butyl N-(4-[(3-nitroquinolin-4-yl)amino]butyl)carbamate). The yield is 99886.9%. As a reaction SMILES: [NH2:1][CH2:2][CH2:3][CH2:4][CH2:5][NH:6][C:7](=[O:13])[O:8][C:9]([CH3:12])([CH3:11])[CH3:10].Cl.Cl[C:16]1[C:25]2[C:20](=[CH:21][CH:22]=[CH:23][CH:24]=2)[N:19]=[CH:18][C:17]=1[N+:26]([O-:28])=[O:27]>>[N+:26]([C:17]1[CH:18]=[N:19][C:20]2[C:25]([C:16]=1[NH:1][CH2:2][CH2:3][CH2:4][CH2:5][NH:6][C:7](=[O:13])[O:8][C:9]([CH3:10])([CH3:12])[CH3:11])=[CH:24][CH:23]=[CH:22][CH:21]=2)([O-:28])=[O:27] |f:1.2|. Reported procedure: Using the general method of Example 1 Part A, tert-butyl N-(4-aminobutyl)carbamate (254 g, 1.35 mol) was reacted with 4-chloro-3-nitroquinoline hydrochloride (331 g, 1.35 mmol) to provide 486 g of tert-butyl N-(4-[(3-nitroquinolin-4-yl)amino]butyl)carbamate as yellow solid. Analysis: Calculated for C18H24N4O4: %C, 59.99; %H, 6.71; %N, 15.55; Found: %C, 59.68; %H, 6.59; %N, 15.74.